describe an organic reaction: reactants, conditions, products, and yield From a dataset of the Open Reaction Database (ORD), a public repository of structured organic reaction records. Starting materials: C(C(=O)Cl)(=O)Cl (oxalyl chloride), P(=O)(OCC1=CC=CC=C1)(OCC1=CC=CC=C1)[O-] (dibenzyl phosphate), C1CN(CCN1CCCCOC2=CC3=C(C=C2)C=CC(=O)N3)C4=C(C(=CC=C4)Cl)Cl (dehydro-aripiprazole), CC(C)([O-])C.[K+] (potassium t-butoxide), ( g ). Reagents/catalysts: CN(C=O)C (dimethyl formamide). The solvent is ClCCl (dichloromethane). Run at time 8 hour. The product is P(=O)(OC1=NC2=CC(=CC=C2C=C1)OCCCCN1CCN(CC1)C1=C(C(=CC=C1)Cl)Cl)(OCC1=CC=CC=C1)OCC1=CC=CC=C1 (7-(4-(4-(2,3-dichlorophenyl)piperazin-1-yl)butoxy)quinolin-2-yl dibenzyl phosphate). As a reaction SMILES: [P:1]([O-:19])([O:11][CH2:12][C:13]1[CH:18]=[CH:17][CH:16]=[CH:15][CH:14]=1)([O:3][CH2:4][C:5]1[CH:10]=[CH:9][CH:8]=[CH:7][CH:6]=1)=[O:2].C(Cl)(=O)C(Cl)=O.[CH2:26]1[N:31]([CH2:32][CH2:33][CH2:34][CH2:35][O:36][C:37]2[CH:42]=[CH:41][C:40]3[CH:43]=[CH:44][C:45]([NH:47][C:39]=3[CH:38]=2)=O)[CH2:30][CH2:29][N:28]([C:48]2[CH:53]=[CH:52][CH:51]=[C:50]([Cl:54])[C:49]=2[Cl:55])[CH2:27]1.CC(C)([O-])C.[K+]>ClCCl.CN(C)C=O>[P:1]([O:3][CH2:4][C:5]1[CH:10]=[CH:9][CH:8]=[CH:7][CH:6]=1)([O:11][CH2:12][C:13]1[CH:18]=[CH:17][CH:16]=[CH:15][CH:14]=1)([O:19][C:45]1[CH:44]=[CH:43][C:40]2[C:39](=[CH:38][C:37]([O:36][CH2:35][CH2:34][CH2:33][CH2:32][N:31]3[CH2:30][CH2:29][N:28]([C:48]4[CH:53]=[CH:52][CH:51]=[C:50]([Cl:54])[C:49]=4[Cl:55])[CH2:27][CH2:26]3)=[CH:42][CH:41]=2)[N:47]=1)=[O:2] |f:3.4|. Procedure details: To a solution of dibenzyl phosphate (2.48 g, 8.91 mmol) in dichloromethane (25 ml) was added dimethyl formamide (1 drop) followed by oxalyl chloride (0.75 mL, 8.91 mmol). After 2 hours the reaction mixture was concentrated in vacuo. The residue was dissolved in 2-methyltetrahydrfuran (5 mL) and added to a suspension of dehydro-aripiprazole (1.66 g, 3.71 mmol) and potassium t-butoxide (0.92 g, 8.17 mmol) in 2-methyltetrahydrfuran (35 mL) at 0° C. under Ar (g) then allowed to gradually warm to roo... Starting materials: BrC=1C=NC=2N(C1)N=C(C2)C(=O)O (6-bromo-pyrazolo[1,5-a]pyrimidine-2-carboxylic acid), CC1NCCC2=C1C=C(S2)C(F)(F)F (4-methyl-2-trifluoromethyl-4,5,6,7-tetrahydro-thieno[3,2-c]pyridine). Product: BrC=1C=NC=2N(C1)N=C(C2)C(=O)N2C(C1=C(CC2)SC(=C1)C(F)(F)F)C ((6-Bromo-pyrazolo[1,5-a]pyrimidin-2-yl)-(4-methyl-2-trifluoromethyl-6,7-dihydro-4H-thieno[3,2-c]pyridin-5-yl)-methanone). Reaction SMILES: [Br:1][C:2]1[CH:3]=[N:4][C:5]2[N:6]([N:8]=[C:9]([C:11]([OH:13])=O)[CH:10]=2)[CH:7]=1.[CH3:14][CH:15]1[C:20]2[CH:21]=[C:22]([C:24]([F:27])([F:26])[F:25])[S:23][C:19]=2[CH2:18][CH2:17][NH:16]1>>[Br:1][C:2]1[CH:3]=[N:4][C:5]2[N:6]([N:8]=[C:9]([C:11]([N:16]3[CH2:17][CH2:18][C:19]4[S:23][C:22]([C:24]([F:25])([F:27])[F:26])=[CH:21][C:20]=4[CH:15]3[CH3:14])=[O:13])[CH:10]=2)[CH:7]=1. Procedure details: In close analogy to the procedure described in Example 1, 6-bromo-pyrazolo[1,5-a]pyrimidine-2-carboxylic acid is reacted with 4-methyl-2-trifluoromethyl-4,5,6,7-tetrahydro-thieno[3,2-c]pyridine to provide the title compound in moderate yield.